describe an organic reaction: reactants, conditions, products, and yield From a dataset of the Open Reaction Database (ORD), a public repository of structured organic reaction records. The reactants are C1CCOC1, CC(=O)OC1c2cccc(Cl)c2C(O)C1(C)C, Cl, CC(C)(C)OC(=O)N=NC(=O)OC(C)(C)C, C1COCCO1, c1ccc(P(c2ccccc2)c2ccccc2)cc1, COC(=O)c1c[nH]cn1. The product is COC(=O)c1cncn1C1c2c(Cl)cccc2C(OC(C)=O)C1(C)C. As a reaction SMILES: [CH2:69]1[O:70][CH2:71][CH2:72][CH2:73]1.[Cl:1][c:2]1[c:3]2[c:7]([cH:8][cH:9][cH:10]1)[CH:6]([O:11][C:12]([CH3:13])=[O:14])[C:5]([CH3:15])([CH3:16])[CH:4]2[OH:17].[ClH:62].[N:46]([C:47]([O:48][C:49]([CH3:50])([CH3:51])[CH3:52])=[O:53])=[N:54][C:55]([O:56][C:57]([CH3:58])([CH3:59])[CH3:60])=[O:61].[O:63]1[CH2:64][CH2:65][O:66][CH2:67][CH2:68]1.[c:27]1([P:28]([c:29]2[cH:30][cH:31][cH:32][cH:33][cH:34]2)[c:35]2[cH:36][cH:37][cH:38][cH:39][cH:40]2)[cH:41][cH:42][cH:43][cH:44][cH:45]1.[nH:18]1[cH:19][n:20][c:21]([C:23](=[O:24])[O:25][CH3:26])[cH:22]1>>[Cl:1][c:2]1[c:3]2[c:7]([cH:8][cH:9][cH:10]1)[CH:6]([O:11][C:12]([CH3:13])=[O:14])[C:5]([CH3:15])([CH3:16])[CH:4]2[n:20]1[cH:19][n:18][cH:22][c:21]1[C:23](=[O:24])[O:25][CH3:26]. The reactants are Cl.Cl.C(C)C1(CNC1)N(C)C (3-ethyl-N,N-dimethyl-3-azetidinamine dihydrochloride), CNCC (N-methylethanamine). Yields the product Cl.Cl.C(C)N(C1(CNC1)CC)C (N,3-Diethyl-N-methyl-3-azetidinamine dihydrochloride). RXN SMILES: [ClH:1].Cl.[CH2:3]([C:5]1([N:9]([CH3:11])[CH3:10])[CH2:8][NH:7][CH2:6]1)[CH3:4].[CH3:12]NCC>>[ClH:1].[ClH:1].[CH2:10]([N:9]([CH3:11])[C:5]1([CH2:3][CH3:4])[CH2:8][NH:7][CH2:6]1)[CH3:12] |f:0.1.2,4.5.6|. Procedure: N,3-Diethyl-N-methyl-3-azetidinamine dihydrochloride was prepared according to procedure described for the preparation of 3-ethyl-N,N-dimethyl-3-azetidinamine dihydrochloride (Example 211), utilizing N-methylethanamine in place of dimethylamine in Part A. LCMS: (M+H)+ 144.1. Starting materials: C(C)(=O)C1=CNC2=CC=CC=C12 (3-acetyl indole), [OH-].[K+] (potassium hydroxide), [Cl-].[NH4+] (ammonium chloride), C1(=CC=CC=C1)S(=O)(=O)Cl (benzenesulfonyl chloride). The solvent is CS(=O)C (dimethyl sulfoxide), O (water). Conditions: temperature 0 celsius, time 2 hour. The product is C(C)(=O)C1=CN(C2=CC=CC=C12)S(=O)(=O)C1=CC=CC=C1 (3-acetyl-N-phenylsulfonyl indole). RXN SMILES: [C:1]([C:4]1[C:12]2[C:7](=[CH:8][CH:9]=[CH:10][CH:11]=2)[NH:6][CH:5]=1)(=[O:3])[CH3:2].[OH-].[K+].[C:15]1([S:21](Cl)(=[O:23])=[O:22])[CH:20]=[CH:19][CH:18]=[CH:17][CH:16]=1.[Cl-].[NH4+]>CS(C)=O.O>[C:1]([C:4]1[C:12]2[C:7](=[CH:8][CH:9]=[CH:10][CH:11]=2)[N:6]([S:21]([C:15]2[CH:20]=[CH:19][CH:18]=[CH:17][CH:16]=2)(=[O:23])=[O:22])[CH:5]=1)(=[O:3])[CH3:2] |f:1.2,4.5|. Procedure: To a solution of 41.39 g of 3-acetyl indole in 300 ml of dimethyl sulfoxide at 0° C. was added a solution of 18.6 g of potassium hydroxide in 20 ml of water. This mixture was stirred at 0° C. for 2 hours, then 47.6 ml of benzenesulfonyl chloride was added dropwise over 40 minutes. The mixture was stirred for an additional 30 mInutes, then poured into aqueous ammonium chloride and extracted several times with ether. The ether extracts were combined, washed with water, dried and evaporated, giving... Conditions: temperature 30 celsius, time 1 hour. Yields the product SCC(C(=O)O)CCC(=O)O (2-MERCAPTOMETHYLGLUTARIC ACID). The solvent is COCCN (2-methoxyethylamine). Reported procedure: S-Benzoyl-2-mercaptomethylglutaric acid (2 g, 7.08 mmol) was added with stirring to 2-methoxyethylamine (20 mL) kept at 0°-5° C. The resulting solution was stirred for 2 hours at 0° C. and at 30° C. for 1 hour. The thick viscous liquid was evaporated at 60° C. under vacuum to a transparent gel. The residue was dissolved in oxygen-free water (40 mL) and extracted with three portions of EtOAc. The aqueous fraction was acidified with 18% HCl and reextracted with EtOAc. The EtOAc layer was dried ove... Reactants: C(C1=CC=CC=C1)(=O)SCC(C(=O)O)CCC(=O)O (S-Benzoyl-2-mercaptomethylglutaric acid), captioned product. As a reaction SMILES: C([S:9][CH2:10][CH:11]([CH2:15][CH2:16][C:17]([OH:19])=[O:18])[C:12]([OH:14])=[O:13])(=O)C1C=CC=CC=1>COCCN>[SH:9][CH2:10][CH:11]([CH2:15][CH2:16][C:17]([OH:19])=[O:18])[C:12]([OH:14])=[O:13].